From a dataset of the Open Reaction Database (ORD), a public repository of structured organic reaction records. describe an organic reaction: reactants, conditions, products, and yield Starting materials: N#Cc1ccc(Br)cc1Cl, CC1NC(=O)CC1O[Si](C)(C)C(C)(C)C, O=C([O-])[O-], [Cs+], [Cs+], O=C(C=Cc1ccccc1)C=Cc1ccccc1, O=C(C=Cc1ccccc1)C=Cc1ccccc1, O=C(C=Cc1ccccc1)C=Cc1ccccc1, [Pd], [Pd], CC1(C)c2cccc(P(c3ccccc3)c3ccccc3)c2Oc2c(P(c3ccccc3)c3ccccc3)cccc21. Yields the product CC1C(O[Si](C)(C)C(C)(C)C)CC(=O)N1c1ccc(C#N)c(Cl)c1. As a reaction SMILES: [Br:16][c:17]1[cH:18][c:19]([Cl:25])[c:20]([C:21]#[N:22])[cH:23][cH:24]1.[C:1]([CH3:2])([CH3:3])([CH3:4])[Si:5]([O:6][CH:7]1[CH2:8][C:9](=[O:13])[NH:10][CH:11]1[CH3:12])([CH3:14])[CH3:15].[C:26](=[O:27])([O-:28])[O-:29].[Cs+:30].[Cs+:31].[O:112]=[C:113]([CH:114]=[CH:115][c:116]1[cH:117][cH:118][cH:119][cH:120][cH:121]1)[CH:122]=[CH:123][c:124]1[cH:125][cH:126][cH:127][cH:128][cH:129]1.[O:76]=[C:77]([CH:78]=[CH:79][c:80]1[cH:81][cH:82][cH:83][cH:84][cH:85]1)[CH:86]=[CH:87][c:88]1[cH:89][cH:90][cH:91][cH:92][cH:93]1.[O:94]=[C:95]([CH:96]=[CH:97][c:98]1[cH:99][cH:100][cH:101][cH:102][cH:103]1)[CH:104]=[CH:105][c:106]1[cH:107][cH:108][cH:109][cH:110][cH:111]1.[Pd:74].[Pd:75].[c:32]1([P:33]([c:34]2[cH:35][cH:36][cH:37][cH:38][cH:39]2)[c:40]2[c:41]3[c:65]([cH:66][cH:67][cH:68]2)[C:62]([CH3:63])([CH3:64])[c:44]2[c:43]([c:48]([P:49]([c:50]4[cH:51][cH:52][cH:53][cH:54][cH:55]4)[c:56]4[cH:57][cH:58][cH:59][cH:60][cH:61]4)[cH:47][cH:46][cH:45]2)[O:42]3)[cH:69][cH:70][cH:71][cH:72][cH:73]1>>[C:1]([CH3:2])([CH3:3])([CH3:4])[Si:5]([O:6][CH:7]1[CH2:8][C:9](=[O:13])[N:10]([c:17]2[cH:18][c:19]([Cl:25])[c:20]([C:21]#[N:22])[cH:23][cH:24]2)[CH:11]1[CH3:12])([CH3:14])[CH3:15].